This data is from the Open Reaction Database (ORD), a public repository of structured organic reaction records. The task is: describe an organic reaction: reactants, conditions, products, and yield The reactants are N#CCCl, CCOC(=O)c1cc2cc(C)c(Cl)cc2[nH]1, [H-], [Na+], CN(C)C=O, O. The product is CCOC(=O)c1cc2cc(C)c(Cl)cc2n1CC#N. As a reaction SMILES: [Cl:19][CH2:20][C:21]#[N:22].[Cl:1][c:2]1[c:3]([CH3:16])[cH:4][c:5]2[cH:6][c:7]([C:11](=[O:12])[O:13][CH2:14][CH3:15])[nH:8][c:9]2[cH:10]1.[H-:17].[Na+:18].[O:24]=[CH:25][N:26]([CH3:27])[CH3:28].[OH2:23]>>[Cl:1][c:2]1[c:3]([CH3:16])[cH:4][c:5]2[cH:6][c:7]([C:11](=[O:12])[O:13][CH2:14][CH3:15])[n:8]([CH2:20][C:21]#[N:22])[c:9]2[cH:10]1.